From a dataset of the Open Reaction Database (ORD), a public repository of structured organic reaction records. describe an organic reaction: reactants, conditions, products, and yield The reactants are OCCCBr, CC#N, Fc1ccc2c(C3CCNCC3)noc2c1, [K+], [K+], O=C([O-])[O-], O. RXN SMILES: [Br:23][CH2:24][CH2:25][CH2:26][OH:27].[CH3:28][C:29]#[N:30].[F:1][c:2]1[cH:3][c:4]2[c:5]([c:6]([CH:9]3[CH2:10][CH2:11][NH:12][CH2:13][CH2:14]3)[n:7][o:8]2)[cH:15][cH:16]1.[K+:17].[K+:18].[O-:19][C:20]([O-:21])=[O:22].[OH2:31]>>[F:1][c:2]1[cH:3][c:4]2[c:5]([c:6]([CH:9]3[CH2:10][CH2:11][N:12]([CH2:24][CH2:25][CH2:26][OH:27])[CH2:13][CH2:14]3)[n:7][o:8]2)[cH:15][cH:16]1. Product: OCCCN1CCC(c2noc3cc(F)ccc23)CC1.